describe an organic reaction: reactants, conditions, products, and yield From a dataset of the Open Reaction Database (ORD), a public repository of structured organic reaction records. Reactants: NC1=CC=CC=C1 (aniline), C(C)(=O)O[BH-](OC(C)=O)OC(C)=O.[Na+] (sodium triacetoxyborohydride), ClC1=C(C=CC=C1)C=1N(C(=NN1)C(C=O)(C)C)C (2-[5-(2-Chlorophenyl)-4-methyl-1,2,4-triazol-3-yl]-2-methylpropanal). The solvent is C([O-])(O)=O.[Na+] (sodium bicarbonate), ClCCCl (1,2-dichloroethane). Reaction conditions: time 3 day. Product: ClC1=C(C=CC=C1)C=1N(C(=NN1)C(CNC1=CC=CC=C1)(C)C)C (N-{2-[5-(2-chlorophenyl)-4-methyl-1,2,4-triazol-3-yl]-2-methylpropyl}aniline). Reaction SMILES: [Cl:1][C:2]1[CH:7]=[CH:6][CH:5]=[CH:4][C:3]=1[C:8]1[N:9]([CH3:18])[C:10]([C:13]([CH3:17])([CH3:16])[CH:14]=O)=[N:11][N:12]=1.[NH2:19][C:20]1[CH:25]=[CH:24][CH:23]=[CH:22][CH:21]=1.C(O[BH-](OC(=O)C)OC(=O)C)(=O)C.[Na+]>ClCCCl.C(=O)(O)[O-].[Na+]>[Cl:1][C:2]1[CH:7]=[CH:6][CH:5]=[CH:4][C:3]=1[C:8]1[N:9]([CH3:18])[C:10]([C:13]([CH3:17])([CH3:16])[CH2:14][NH:19][C:20]2[CH:25]=[CH:24][CH:23]=[CH:22][CH:21]=2)=[N:11][N:12]=1 |f:2.3,5.6|. Reported procedure: 2-[5-(2-Chlorophenyl)-4-methyl-1,2,4-triazol-3-yl]-2-methylpropanal (200 mg) was dissolved in 1,2-dichloroethane (4 ml) and then aniline (73 μl) and sodium triacetoxyborohydride (225 mg) were added thereto, followed by stirring at room temperature for 3 days. The reaction solution was diluted with a saturated aqueous sodium bicarbonate solution (30 ml), followed by extraction with chloroform (10 ml×3). The organic layer was dried and then concentrated under reduced pressure and the resulting res... The reactants are C(C)(=O)O[C@H]1[C@H](OC=2C(=NC(=CC2)I)Cl)SC[C@H]([C@@H]1OC(C)=O)OC(C)=O (2-chloro-6-iodo-3-pyridinyl 2,3,4-tri-O-acetyl-5-thio-β-D-xylopyranoside), FC1=CC=C(C=N1)B(O)O (6-fluoro-3-pyridineboronic acid). The product is C(C)(=O)O[C@H]1[C@H](OC=2C(=NC(=CC2)C=2C=NC(=CC2)F)Cl)SC[C@H]([C@@H]1OC(C)=O)OC(C)=O (2-Chloro-6-(6-fluoro-3-pyridinyl)-3-pyridinyl 2,3,4-tri-O-acetyl-5-thio-β-D-xylopyranoside), powder. The yield is 43.0%. RXN SMILES: [C:1]([O:4][C@@H:5]1[C@@H:19]([O:20][C:21](=[O:23])[CH3:22])[C@H:18]([O:24][C:25](=[O:27])[CH3:26])[CH2:17][S:16][C@H:6]1[O:7][C:8]1[C:9]([Cl:15])=[N:10][C:11](I)=[CH:12][CH:13]=1)(=[O:3])[CH3:2].[F:28][C:29]1[N:34]=[CH:33][C:32](B(O)O)=[CH:31][CH:30]=1>>[C:1]([O:4][C@@H:5]1[C@@H:19]([O:20][C:21](=[O:23])[CH3:22])[C@H:18]([O:24][C:25](=[O:27])[CH3:26])[CH2:17][S:16][C@H:6]1[O:7][C:8]1[C:9]([Cl:15])=[N:10][C:11]([C:32]2[CH:33]=[N:34][C:29]([F:28])=[CH:30][CH:31]=2)=[CH:12][CH:13]=1)(=[O:3])[CH3:2]. Reported procedure: By carrying out the operation analogously to example 1, starting from 2-chloro-6-iodo-3-pyridinyl 2,3,4-tri-O-acetyl-5-thio-β-D-xylopyranoside, obtained according to preparation X, and 6-fluoro-3-pyridineboronic acid, the desired product is obtained in the form of a white powder (yield=43%).